Dataset: the Open Reaction Database (ORD), a public repository of structured organic reaction records. Task: describe an organic reaction: reactants, conditions, products, and yield Reactants: C(C)C1=C(C(=NC(=N1)N)N)N1CCN(CC1)CC1=CC=CC=C1 (6-ethyl-5-[4-(phenylmethyl)-1-piperazinyl]-2,4-pyrimidinediamine), [H][H] (hydrogen). Reagents/catalysts: [Pd] (palladium on charcoal). Solvent: C(C)(=O)O (acetic acid). Product: C(C)C1=C(C(=NC(=N1)N)N)N1CCNCC1 (6-Ethyl-5-(1-piperazinyl)-2,4-pyrimidinediamine). The yield is 79.9%. RXN SMILES: [CH2:1]([C:3]1[N:8]=[C:7]([NH2:9])[N:6]=[C:5]([NH2:10])[C:4]=1[N:11]1[CH2:16][CH2:15][N:14](CC2C=CC=CC=2)[CH2:13][CH2:12]1)[CH3:2].[H][H]>C(O)(=O)C.[Pd]>[CH2:1]([C:3]1[N:8]=[C:7]([NH2:9])[N:6]=[C:5]([NH2:10])[C:4]=1[N:11]1[CH2:12][CH2:13][NH:14][CH2:15][CH2:16]1)[CH3:2]. Procedure: A solution of 33.5 g (0.107 mole) of 6-ethyl-5-[4-(phenylmethyl)-1-piperazinyl]-2,4-pyrimidinediamine in 400 ml of acetic acid was hydrogenated over 2 g of 20% palladium on charcoal under 3.5 atmospheres of hydrogen for 23 hours and filtered. The filtrate was concentrated in vacuo to dryness. The solid residue was poured into one liter of 2N sodium hydroxide solution. The solid was collected and washed with 500 ml of water. Recrystallization from acetonitrile and drying in vacuo at 59° C. for 16... The reactants are C1CCOC1, ClCc1ccccn1, [H-], [Na+], OC1CCOC1. Yields the product c1ccc(COC2CCOC2)nc1. As a reaction SMILES: [CH2:17]1[O:18][CH2:19][CH2:20][CH2:21]1.[Cl:9][CH2:10][c:11]1[n:12][cH:13][cH:14][cH:15][cH:16]1.[H-:2].[Na+:1].[OH:3][CH:4]1[CH2:5][O:6][CH2:7][CH2:8]1>>[O:3]([CH:4]1[CH2:5][O:6][CH2:7][CH2:8]1)[CH2:10][c:11]1[n:12][cH:13][cH:14][cH:15][cH:16]1. Starting materials: BrC1=CC(=C(C(=O)OC)C=C1)OC1CCN(CC1)C(=O)OC(C)(C)C (methyl 4-bromo-2-(1-tert-butoxycarbonylpiperidin-4-yloxy)-benzoate), ClC1=CC=C(C=C1)B(O)O (4-chlorophenyl-boronic acid), tetrakis(triphenylphospine)palladium(0), P(=O)([O-])([O-])[O-].[K+].[K+].[K+] (potassium phosphate), O (water). Run in COCCOC (1,2-dimethoxyethane), C(C)(=O)OCC (ethyl acetate). Run at temperature 80 celsius. The product is C(C)(C)(C)OC(=O)N1CCC(CC1)OC1=C(C(=O)OC)C=CC(=C1)C1=CC=C(C=C1)Cl (Methyl 2-(1-tert-butoxycarbonylpiperidin-4-yloxy)-4-(4-chlorophenyl)benzoate). Yield: 85.2%. RXN SMILES: Br[C:2]1[CH:11]=[CH:10][C:5]([C:6]([O:8][CH3:9])=[O:7])=[C:4]([O:12][CH:13]2[CH2:18][CH2:17][N:16]([C:19]([O:21][C:22]([CH3:25])([CH3:24])[CH3:23])=[O:20])[CH2:15][CH2:14]2)[CH:3]=1.[Cl:26][C:27]1[CH:32]=[CH:31][C:30](B(O)O)=[CH:29][CH:28]=1.P([O-])([O-])([O-])=O.[K+].[K+].[K+].O>COCCOC.C(OCC)(=O)C>[C:22]([O:21][C:19]([N:16]1[CH2:17][CH2:18][CH:13]([O:12][C:4]2[CH:3]=[C:2]([C:30]3[CH:31]=[CH:32][C:27]([Cl:26])=[CH:28][CH:29]=3)[CH:11]=[CH:10][C:5]=2[C:6]([O:8][CH3:9])=[O:7])[CH2:14][CH2:15]1)=[O:20])([CH3:25])([CH3:24])[CH3:23] |f:2.3.4.5|. Reported procedure: To a solution of methyl 4-bromo-2-(1-tert-butoxycarbonylpiperidin-4-yloxy)-benzoate (0.207 g, 0.5 mmol) in 1,2-dimethoxyethane (3 mL) was added 4-chlorophenyl-boronic acid (0.094 g, 0.6 mmol), tetrakis(triphenylphospine)palladium(0) (0.010 g), and 1 M aq potassium phosphate (0.8 mL). The reaction mixture was heated at 80° C. overnight under a nitrogen atmosphere. The reaction was then cooled to room temperature and water (10 mL) and ethyl acetate (50 mL) were added. The layers were separated and...